From a dataset of the Open Reaction Database (ORD), a public repository of structured organic reaction records. describe an organic reaction: reactants, conditions, products, and yield Reactants: CNC1CCN(C(=O)C2CCN(C(C)=O)CC2)CC1c1ccc(Cl)c(Cl)c1, COc1nc(-c2ccccc2)sc1C(=O)O. Product: COc1nc(-c2ccccc2)sc1C(=O)N(C)C1CCN(C(=O)C2CCN(C(C)=O)CC2)CC1c1ccc(Cl)c(Cl)c1. As a reaction SMILES: [C:17]([CH3:18])(=[O:19])[N:20]1[CH2:21][CH2:22][CH:23]([C:26](=[O:27])[N:28]2[CH2:29][CH:30]([c:36]3[cH:37][c:38]([Cl:43])[c:39]([Cl:42])[cH:40][cH:41]3)[CH:31]([NH:34][CH3:35])[CH2:32][CH2:33]2)[CH2:24][CH2:25]1.[CH3:1][O:2][c:3]1[n:4][c:5](-[c:11]2[cH:12][cH:13][cH:14][cH:15][cH:16]2)[s:6][c:7]1[C:8](=[O:9])[OH:10]>>[CH3:1][O:2][c:3]1[n:4][c:5](-[c:11]2[cH:12][cH:13][cH:14][cH:15][cH:16]2)[s:6][c:7]1[C:8](=[O:10])[N:34]([CH:31]1[CH:30]([c:36]2[cH:37][c:38]([Cl:43])[c:39]([Cl:42])[cH:40][cH:41]2)[CH2:29][N:28]([C:26]([CH:23]2[CH2:22][CH2:21][N:20]([C:17]([CH3:18])=[O:19])[CH2:25][CH2:24]2)=[O:27])[CH2:33][CH2:32]1)[CH3:35]. The reactants are C(C)(C)C1=CN(C2=C(C=C(C=C12)S(=O)(=O)C)C(=O)O)C (3-Isopropyl-1-methyl-5-(methylsulfonyl)-1H-indole-7-carboxylic acid), Cl.NCC=1C(NC(=CC1C)C)=O (3-(aminomethyl)-4,6-dimethyl-2(1H)-pyridinone hydrochloride), ON1N=NC2=C1N=CC=C2 (1-hydroxy-7-azabenzotriazole), CN1CCOCC1 (N-methylmorpholine), C(CCl)Cl (EDC), Ice water, C([O-])([O-])=O.[K+].[K+] (potassium carbonate). Solvent: CS(=O)C (DMSO). Conditions: time 19 hour. The product is CC1=C(C(NC(=C1)C)=O)CNC(=O)C=1C=C(C=C2C(=CN(C12)C)C(C)C)S(=O)(=O)C (N-((4,6-dimethyl-2-oxo-1,2-dihydropyridin-3-yl)methyl)-3-isopropyl-1-methyl-5-(methylsulfonyl)-1H-indole-7-carboxamide). Isolated yield 75.9%. As a reaction SMILES: [CH:1]([C:4]1[C:12]2[C:7](=[C:8]([C:17](O)=[O:18])[CH:9]=[C:10]([S:13]([CH3:16])(=[O:15])=[O:14])[CH:11]=2)[N:6]([CH3:20])[CH:5]=1)([CH3:3])[CH3:2].Cl.[NH2:22][CH2:23][C:24]1[C:25](=[O:32])[NH:26][C:27]([CH3:31])=[CH:28][C:29]=1[CH3:30].ON1C2N=CC=CC=2N=N1.CN1CCOCC1.C(Cl)CCl.C(=O)([O-])[O-].[K+].[K+]>CS(C)=O>[CH3:30][C:29]1[CH:28]=[C:27]([CH3:31])[NH:26][C:25](=[O:32])[C:24]=1[CH2:23][NH:22][C:17]([C:8]1[CH:9]=[C:10]([S:13]([CH3:16])(=[O:15])=[O:14])[CH:11]=[C:12]2[C:7]=1[N:6]([CH3:20])[CH:5]=[C:4]2[CH:1]([CH3:2])[CH3:3])=[O:18] |f:1.2,6.7.8|. Procedure: 3-Isopropyl-1-methyl-5-(methylsulfonyl)-1H-indole-7-carboxylic acid (80.7 mg, 0.27 mmol), 3-(aminomethyl)-4,6-dimethyl-2(1H)-pyridinone hydrochloride (66.2 mg, 0.35 mmol) and 1-hydroxy-7-azabenzotriazole (56.7 mg, 0.42 mmol) were stirred in 3 mL of DMSO for 10 min under nitrogen. N-methylmorpholine (0.12 mL, 1.09 mmol) was added along with EDC (78.3 mg, 0.41 mmol) and the mixture was stirred at room temperature for 19 hours. Ice-water (15 mL) and a concentrated solution of potassium carbonate we... Starting materials: CCCCCCCCCC(=O)Cl, N#CCCCCN(OCc1ccccc1)C(=O)CCCCN(OCc1ccccc1)C(=O)CCCCNOCc1ccccc1, N#CCCCCN(OCc1ccccc1)C(=O)CCCCCl, ClCCl, [Na+], [OH-]. Product: CCCCCCCCCC(=O)N(CCCCC(=O)N(CCCCC(=O)N(CCCCC#N)OCc1ccccc1)OCc1ccccc1)OCc1ccccc1. RXN SMILES: [C:46]([CH2:47][CH2:48][CH2:49][CH2:50][CH2:51][CH2:52][CH2:53][CH2:54][CH3:55])(=[O:56])[Cl:57].[CH2:1]([c:2]1[cH:3][cH:4][cH:5][cH:6][cH:7]1)[O:8][N:9]([CH2:10][CH2:11][CH2:12][CH2:13][C:14]#[N:15])[C:16]([CH2:17][CH2:18][CH2:19][CH2:20][N:21]([C:22]([CH2:23][CH2:24][CH2:25][CH2:26][NH:27][O:28][CH2:29][c:30]1[cH:31][cH:32][cH:33][cH:34][cH:35]1)=[O:36])[O:37][CH2:38][c:39]1[cH:40][cH:41][cH:42][cH:43][cH:44]1)=[O:45].[CH2:58]([O:59][N:60]([CH2:61][CH2:62][CH2:63][CH2:64][C:65]#[N:66])[C:67](=[O:68])[CH2:69][CH2:70][CH2:71][CH2:72][Cl:73])[c:74]1[cH:75][cH:76][cH:77][cH:78][cH:79]1.[Cl:80][CH2:81][Cl:82].[Na+:84].[OH-:83]>>[CH2:1]([c:2]1[cH:3][cH:4][cH:5][cH:6][cH:7]1)[O:8][N:9]([CH2:10][CH2:11][CH2:12][CH2:13][C:14]#[N:15])[C:16]([CH2:17][CH2:18][CH2:19][CH2:20][N:21]([C:22]([CH2:23][CH2:24][CH2:25][CH2:26][N:27]([O:28][CH2:29][c:30]1[cH:31][cH:32][cH:33][cH:34][cH:35]1)[C:46]([CH2:47][CH2:48][CH2:49][CH2:50][CH2:51][CH2:52][CH2:53][CH2:54][CH3:55])=[O:56])=[O:36])[O:37][CH2:38][c:39]1[cH:40][cH:41][cH:42][cH:43][cH:44]1)=[O:45]. The reactants are [Br-], C1CCOC1, Cc1ccc(C)c(C[P+](c2ccccc2)(c2ccccc2)c2ccccc2C)c1, CC(C)(C)[O-], ClCCl, [K+], C1COCCOCCOCCOCCOCCO1, O=Cc1cccc(CCCN2C(=O)c3ccccc3C2=O)c1. Product: Cc1ccc(C)c(C=Cc2cccc(CCCN3C(=O)c4ccccc4C3=O)c2)c1. RXN SMILES: [Br-:1].[CH2:77]1[O:78][CH2:79][CH2:80][CH2:81]1.[CH3:2][c:3]1[c:4]([CH2:5][P+:6]([c:7]2[cH:8][cH:9][cH:10][cH:11][cH:12]2)([c:13]2[cH:14][cH:15][cH:16][cH:17][cH:18]2)[c:19]2[cH:20][cH:21][cH:22][cH:23][c:24]2[CH3:25])[cH:26][c:27]([CH3:30])[cH:28][cH:29]1.[CH3:31][C:32]([CH3:33])([O-:34])[CH3:35].[Cl:82][CH2:83][Cl:84].[K+:36].[O:37]1[CH2:38][CH2:39][O:40][CH2:41][CH2:42][O:43][CH2:44][CH2:45][O:46][CH2:47][CH2:48][O:49][CH2:50][CH2:51][O:52][CH2:53][CH2:54]1.[O:55]=[C:56]1[N:57]([CH2:66][CH2:67][CH2:68][c:69]2[cH:70][c:71]([CH:72]=[O:73])[cH:74][cH:75][cH:76]2)[C:58](=[O:65])[c:59]2[cH:60][cH:61][cH:62][cH:63][c:64]21>>[CH3:2][c:3]1[c:4]([CH:5]=[CH:72][c:71]2[cH:70][c:69]([CH2:68][CH2:67][CH2:66][N:57]3[C:56](=[O:55])[c:64]4[c:59]([cH:60][cH:61][cH:62][cH:63]4)[C:58]3=[O:65])[cH:76][cH:75][cH:74]2)[cH:26][c:27]([CH3:30])[cH:28][cH:29]1. Starting materials: FC(S(=O)(=O)OS(=O)(=O)C(F)(F)F)(F)F (trifluoromethanesulfonic anhydride), OC1=C(C=C(C#N)C=C1)OC (4-hydroxy-3-methoxybenzonitrile), Ice water. The solvent is N1=CC=CC=C1 (pyridine). Conditions: time 1 hour. Product: FC(S(=O)(=O)OC1=C(C=C(C=C1)C#N)OC)(F)F (4-Cyano-2-methoxyphenyl trifluoromethanesulfonate). RXN SMILES: [F:1][C:2]([F:15])([F:14])[S:3]([O:6]S(C(F)(F)F)(=O)=O)(=[O:5])=[O:4].O[C:17]1[CH:24]=[CH:23][C:20]([C:21]#[N:22])=[CH:19][C:18]=1[O:25][CH3:26]>N1C=CC=CC=1>[F:1][C:2]([F:15])([F:14])[S:3]([O:6][C:17]1[CH:24]=[CH:23][C:20]([C:21]#[N:22])=[CH:19][C:18]=1[O:25][CH3:26])(=[O:5])=[O:4]. Reported procedure: 24 ml (141 mmol) of trifluoromethanesulfonic anhydride are slowly added dropwise to a solution of 20 g (134 mmol) of 4-hydroxy-3-methoxybenzonitrile in pyridine (80 ml), keeping the reaction temperature below 25° C. with the aid of an ice bath. The suspension is then stirred at RT for 1 h. Ice-water (400 ml) is added, and the suspension is stirred further until room temperature is reached. It is then filtered, the solid is dissolved in ethyl acetate, and this solution is washed with saturated so... Starting materials: C1(CCCCC1)N(C(NC=1SC(=CN1)SCC(=O)O)=O)CCC1=CC=CC=C1 ([2-(3-cyclohexyl-3-phenethyl-ureido)-thiazol-5-ylsulfanyl]-acetic acid), C(C)OC(CSC1=CN=C(S1)N)=O ((2-amino-thiazol-5-ylsulfanyl)-acetic acid ethyl ester), C1(=CC=CC=C1)CCC=O (3-phenylpropionaldehyde), C[C@@H]1CC[C@H](CC1)N (trans-4-methyl-cyclohexylamine). The product is CC1CCC(CC1)N(C(NC=1SC(=CN1)SCC(=O)O)=O)CCCC1=CC=CC=C1 ({2-[3-(4-Methyl-cyclohexyl)-3-(3-phenyl-propyl)-ureido]-thiazol-5-ylsulfanyl}-acetic acid). RXN SMILES: [CH:1]1([N:7]([CH2:21][CH2:22]C2C=CC=CC=2)[C:8](=[O:20])[NH:9][C:10]2[S:11][C:12]([S:15][CH2:16][C:17]([OH:19])=[O:18])=[CH:13][N:14]=2)[CH2:6][CH2:5][CH2:4][CH2:3][CH2:2]1.[C:29]1([CH2:35]CC=O)[CH:34]=[CH:33][CH:32]=[CH:31][CH:30]=1.[CH3:39][C@H]1CC[C@H](N)CC1.C(OC(=O)CSC1SC(N)=NC=1)C>>[CH3:39][CH:4]1[CH2:5][CH2:6][CH:1]([N:7]([CH2:21][CH2:22][CH2:35][C:29]2[CH:34]=[CH:33][CH:32]=[CH:31][CH:30]=2)[C:8](=[O:20])[NH:9][C:10]2[S:11][C:12]([S:15][CH2:16][C:17]([OH:19])=[O:18])=[CH:13][N:14]=2)[CH2:2][CH2:3]1. Reported procedure: Prepared as described for the synthesis of [2-(3-cyclohexyl-3-phenethyl-ureido)-thiazol-5-ylsulfanyl]-acetic acid using 3-phenylpropionaldehyde, trans-4-methyl-cyclohexylamine and (2-amino-thiazol-5-ylsulfanyl)-acetic acid ethyl ester. The reactants are C1CCOC1, CNS(=O)(=O)c1ccccc1Nc1nc(Nc2ccc3c(c2)CCCC(=O)N3CC(=O)OC)ncc1Cl, [Na+], [OH-], O=C(O)CC(O)(CC(=O)O)C(=O)O. Yields the product CNS(=O)(=O)c1ccccc1Nc1nc(Nc2ccc3c(c2)CCCC(=O)N3CC(=O)O)ncc1Cl. As a reaction SMILES: [CH2:53]1[O:54][CH2:55][CH2:56][CH2:57]1.[CH3:1][O:2][C:3]([CH2:4][N:5]1[c:6]2[c:7]([cH:13][c:14]([NH:17][c:18]3[n:19][cH:20][c:21]([Cl:36])[c:22]([NH:24][c:25]4[c:26]([S:31]([NH:32][CH3:33])(=[O:34])=[O:35])[cH:27][cH:28][cH:29][cH:30]4)[n:23]3)[cH:15][cH:16]2)[CH2:8][CH2:9][CH2:10][C:11]1=[O:12])=[O:37].[Na+:39].[OH-:38].[OH:40][C:41]([CH2:42][C:43]([C:44](=[O:45])[OH:46])([CH2:47][C:48](=[O:49])[OH:50])[OH:51])=[O:52]>>[O:2]=[C:3]([CH2:4][N:5]1[c:6]2[c:7]([cH:13][c:14]([NH:17][c:18]3[n:19][cH:20][c:21]([Cl:36])[c:22]([NH:24][c:25]4[c:26]([S:31]([NH:32][CH3:33])(=[O:34])=[O:35])[cH:27][cH:28][cH:29][cH:30]4)[n:23]3)[cH:15][cH:16]2)[CH2:8][CH2:9][CH2:10][C:11]1=[O:12])[OH:37]. Reactants: CC(C)(C)OC(=O)NCCOc1c(Cl)ccc2c1CCN(C(=O)C(F)(F)F)CC2, Cl, C1COCCO1. Yields the product NCCOc1c(Cl)ccc2c1CCN(C(=O)C(F)(F)F)CC2. Reaction SMILES: [C:1]([O:2][C:3](=[O:4])[NH:8][CH2:9][CH2:10][O:11][c:12]1[c:13]([Cl:29])[cH:14][cH:15][c:16]2[c:22]1[CH2:21][CH2:20][N:19]([C:23]([C:24]([F:25])([F:26])[F:27])=[O:28])[CH2:18][CH2:17]2)([CH3:5])([CH3:6])[CH3:7].[ClH:30].[O:31]1[CH2:32][CH2:33][O:34][CH2:35][CH2:36]1>>[NH2:8][CH2:9][CH2:10][O:11][c:12]1[c:13]([Cl:29])[cH:14][cH:15][c:16]2[c:22]1[CH2:21][CH2:20][N:19]([C:23]([C:24]([F:25])([F:26])[F:27])=[O:28])[CH2:18][CH2:17]2. Starting materials: CO, CC(C)(C)Cc1nc2cc(S(=O)(=O)CC(C)(C)NC=O)ccc2n1CC1CC1, Cl. Yields the product CC(C)(C)Cc1nc2cc(S(=O)(=O)CC(C)(C)N)ccc2n1CC1CC1. RXN SMILES: [CH3:30][OH:31].[CH:1]1([CH2:4][n:5]2[c:6]([CH2:24][C:25]([CH3:26])([CH3:27])[CH3:28])[n:7][c:8]3[c:9]2[cH:10][cH:11][c:12]([S:14](=[O:15])(=[O:16])[CH2:17][C:18]([CH3:19])([CH3:20])[NH:21][CH:22]=[O:23])[cH:13]3)[CH2:2][CH2:3]1.[ClH:29]>>[CH:1]1([CH2:4][n:5]2[c:6]([CH2:24][C:25]([CH3:26])([CH3:27])[CH3:28])[n:7][c:8]3[c:9]2[cH:10][cH:11][c:12]([S:14](=[O:15])(=[O:16])[CH2:17][C:18]([CH3:19])([CH3:20])[NH2:21])[cH:13]3)[CH2:2][CH2:3]1.